From a dataset of the Open Reaction Database (ORD), a public repository of structured organic reaction records. describe an organic reaction: reactants, conditions, products, and yield Starting materials: CC(C)=CCCC(C)=CCCC(C)=CCBr, COC(=O)C(N)CS, CO, N. Product: COC(=O)C(N)CSCC=C(C)CCC=C(C)CCC=C(C)C. RXN SMILES: [CH2:9]([CH:10]=[C:11]([CH3:12])[CH2:13][CH2:14][CH:15]=[C:16]([CH3:17])[CH2:18][CH2:19][CH:20]=[C:21]([CH3:22])[CH3:23])[Br:24].[CH3:1][O:2][C:3]([CH:4]([NH2:5])[CH2:6][SH:7])=[O:8].[CH3:26][OH:27].[NH3:25]>>[CH3:1][O:2][C:3]([CH:4]([NH2:5])[CH2:6][S:7][CH2:9][CH:10]=[C:11]([CH3:12])[CH2:13][CH2:14][CH:15]=[C:16]([CH3:17])[CH2:18][CH2:19][CH:20]=[C:21]([CH3:22])[CH3:23])=[O:8]. Starting materials: Cl (hydrochloric acid), ClC=1C=C(C=CC1SCCCOC1=CC=C2C(=CC(OC2=C1CCC)=O)CC)CC(=O)OC (methyl 3-chloro-4-(3-(4-ethyl-8-propyl-7-coumarinyloxy)propylthio)phenylacetate), solution, [OH-].[K+] (potassium hydroxide). Solvent: CO.O (methanol water), CO (methanol). Run at temperature 40 celsius. Yields the product ClC=1C=C(C=CC1SCCCOC1=CC=C2C(=CC(OC2=C1CCC)=O)CC)CC(=O)O (3-Chloro-4-(3-(4-ethyl-8-propyl-7-coumarinyloxy)propylthio) phenylacetic acid). As a reaction SMILES: [Cl:1][C:2]1[CH:3]=[C:4]([CH2:29][C:30]([O:32]C)=[O:31])[CH:5]=[CH:6][C:7]=1[S:8][CH2:9][CH2:10][CH2:11][O:12][C:13]1[C:22]([CH2:23][CH2:24][CH3:25])=[C:21]2[C:16]([C:17]([CH2:27][CH3:28])=[CH:18][C:19](=[O:26])[O:20]2)=[CH:15][CH:14]=1.[OH-].[K+].Cl>CO.O.CO>[Cl:1][C:2]1[CH:3]=[C:4]([CH2:29][C:30]([OH:32])=[O:31])[CH:5]=[CH:6][C:7]=1[S:8][CH2:9][CH2:10][CH2:11][O:12][C:13]1[C:22]([CH2:23][CH2:24][CH3:25])=[C:21]2[C:16]([C:17]([CH2:27][CH3:28])=[CH:18][C:19](=[O:26])[O:20]2)=[CH:15][CH:14]=1 |f:1.2,4.5|. Procedure details: To a solution of methyl 3-chloro-4-(3-(4-ethyl-8-propyl-7-coumarinoxy)propylthio)phenylacetate (Example 1; 82 mg, 0.1677 mmol) in 1.2 mL methanol:water (1:1) was added a 0.5M solution of potassium hydroxide in methanol. The mixture was heated to 40° C. for two hours at which time the mixture was acidified to pH=3 with 1M aqueous hydrochloric acid. The aqueous solution was extracted with ethyl acetate and the combined organics were dried over magnesium sulfate, filtered, and the crude residue was... Reactants: [Br-].IC1=CC=[N+](C=C1)CC(=O)C1=CC=CC=C1 (p-iodophenacylpyridinium bromide), ClC1=CC=C(C(=O)C(C(=O)O)=C)C=C1 (p-chlorobenzoylacrylic acid), C(C)(=O)[O-].[NH4+] (ammonium acetate), C(C)(=O)OC(C)=O (acetic anhydride), C(C)(=O)O (acetic acid). The solvent is CO (methanol), CO (methanol). Product: ClC1=CC=C(C=C1)C1=NC(=CC(=C1)C(=O)O)C1=CC=C(C=C1)I (2-(4-chlorophenyl)-6-(4-iodophenyl)-4-pyridinecarboxylic acid). Yield: 49.0%. As a reaction SMILES: [Br-].[I:2][C:3]1[CH:8]=C[N+](CC(C2C=CC=CC=2)=O)=[CH:5][CH:4]=1.[Cl:18][C:19]1[CH:31]=[CH:30][C:22]([C:23]([C:25](=[CH2:29])C(O)=O)=O)=[CH:21][CH:20]=1.[C:32]([O-:35])(=[O:34])C.[NH4+:36].C(O[C:41](=O)[CH3:42])(=O)C.[C:44](O)(=O)[CH3:45]>CO>[Cl:18][C:19]1[CH:20]=[CH:21][C:22]([C:23]2[CH:25]=[C:29]([C:32]([OH:35])=[O:34])[CH:45]=[C:44]([C:41]3[CH:42]=[CH:8][C:3]([I:2])=[CH:4][CH:5]=3)[N:36]=2)=[CH:30][CH:31]=1 |f:0.1,3.4|. Procedure: A mixture of 1.7 g (0.0042 mole) of p-iodophenacylpyridinium bromide, 0.88 g (0.0042 mole) of p-chlorobenzoylacrylic acid, 2.44 g of ammonium acetate, 5 ml of methanol, 4 ml of acetic acid, and 0.4 ml of acetic anhydride is stirred at reflux for 1.25 hr. 10 ml of methanol is added and the mixture is cooled and the solid is collected. The solid is recrystallized from methanol-acetic acid-water to yield 0.90 g (49%) of the titled crystals with a melting point of 286°-287° C. The C:H:N ratio is 49.... Starting materials: CON(C(=O)C=1N=CN(C1)C1=CC(=CC=C1)C=1C(=NC=CC1)Cl)C (1-[3-(2-Chloro-pyridin-3-yl)-phenyl]-1H-imidazole-4-carboxylic acid methoxy-methyl-amide), BrC1=NC=CC=C1C (2-bromo-3-methylpyridine). The product is ClC1=NC=CC=C1C=1C=C(C=CC1)N1C=NC(=C1)C(=O)C1=NC=CC=C1C ({1-[3-(2-Chloro-pyridin-3-yl)-phenyl]-1H-imidazol-4-yl}-(3-methyl-pyridin-2-yl)-methanone). Procedure: This compound is prepared by method C using compound 12l and 2-bromo-3-methylpyridine Reaction SMILES: CON(C)[C:4]([C:6]1[N:7]=[CH:8][N:9]([C:11]2[CH:16]=[CH:15][CH:14]=[C:13]([C:17]3[C:18]([Cl:23])=[N:19][CH:20]=[CH:21][CH:22]=3)[CH:12]=2)[CH:10]=1)=[O:5].Br[C:26]1[C:31]([CH3:32])=[CH:30][CH:29]=[CH:28][N:27]=1>>[Cl:23][C:18]1[C:17]([C:13]2[CH:12]=[C:11]([N:9]3[CH:10]=[C:6]([C:4]([C:26]4[C:31]([CH3:32])=[CH:30][CH:29]=[CH:28][N:27]=4)=[O:5])[N:7]=[CH:8]3)[CH:16]=[CH:15][CH:14]=2)=[CH:22][CH:21]=[CH:20][N:19]=1. Reactants: [N+](=O)(O)[O-] (nitric acid), [N+](=O)(O)[O-] (nitric acid), COC(C1=CC(=C(C=C1)O)Cl)=O (3-chloro-4-hydroxy-benzoic acid methyl ester). Run in C(C)OCC (diethyl ether). Run at time 16 hour. Yields the product COC(C1=CC(=C(C(=C1)[N+](=O)[O-])O)Cl)=O (3-chloro-4-hydroxy-5-nitro-benzoic acid methyl ester). The yield is 100.5%. Reaction SMILES: [N+:1]([O-:4])(O)=[O:2].[CH3:5][O:6][C:7](=[O:16])[C:8]1[CH:13]=[CH:12][C:11]([OH:14])=[C:10]([Cl:15])[CH:9]=1>C(OCC)C>[CH3:5][O:6][C:7](=[O:16])[C:8]1[CH:13]=[C:12]([N+:1]([O-:4])=[O:2])[C:11]([OH:14])=[C:10]([Cl:15])[CH:9]=1. Procedure: 65% aq. nitric acid solution (2.4 mL, 54 mmol) and fuming nitric acid (2.2 mL, 54 mmol) were added at −10° C. to a solution of 3-chloro-4-hydroxy-benzoic acid methyl ester (5.00 g, 26.8 mmol) in diethyl ether (65 mL). The ice bath was removed and the reaction mixture was stirred at room temperature for 16 h, then partitioned between water and ethyl acetate. The organic layer was washed with brine, dried (MgSO4), and evaporated to afford 3-chloro-4-hydroxy-5-nitro-benzoic acid methyl ester (6.24 ...